This data is from the Open Reaction Database (ORD), a public repository of structured organic reaction records. The task is: describe an organic reaction: reactants, conditions, products, and yield The reactants are CCOC(C)=O, CC(C)(C)OC(=O)NCc1ccc(CO)cc1. The product is CC(C)(C)OC(=O)NCc1ccc(C=O)cc1. Reaction SMILES: [CH3:18][CH2:19][O:20][C:21](=[O:22])[CH3:23].[OH:1][CH2:2][c:3]1[cH:4][cH:5][c:6]([CH2:7][NH:8][C:9]([O:10][C:11]([CH3:12])([CH3:13])[CH3:14])=[O:15])[cH:16][cH:17]1>>[O:1]=[CH:2][c:3]1[cH:4][cH:5][c:6]([CH2:7][NH:8][C:9]([O:10][C:11]([CH3:12])([CH3:13])[CH3:14])=[O:15])[cH:16][cH:17]1.